This data is from the Open Reaction Database (ORD), a public repository of structured organic reaction records. The task is: describe an organic reaction: reactants, conditions, products, and yield The reactants are ClC1=CC=C(C=C1)N1C(C(=NC2=CC=CC=C12)C#N)=O (1-(4-Chlorophenyl)-3-cyano-1,2-dihydroquinoxalin-2-one), polyphosphoric acid, O (water). Yields the product ClC1=CC=C(C=C1)N1C(C(=NC2=CC=CC=C12)C(=O)N)=O (4-(4-Chlorophenyl)-3,4-dihydro-3-oxo-2-quinoxaline carboxamide). Reaction SMILES: [Cl:1][C:2]1[CH:7]=[CH:6][C:5]([N:8]2[C:17]3[C:12](=[CH:13][CH:14]=[CH:15][CH:16]=3)[N:11]=[C:10]([C:18]#[N:19])[C:9]2=[O:20])=[CH:4][CH:3]=1.[OH2:21]>>[Cl:1][C:2]1[CH:7]=[CH:6][C:5]([N:8]2[C:17]3[C:12](=[CH:13][CH:14]=[CH:15][CH:16]=3)[N:11]=[C:10]([C:18]([NH2:19])=[O:21])[C:9]2=[O:20])=[CH:4][CH:3]=1. Procedure details: 1-(4-Chlorophenyl)-3-cyano-1,2-dihydroquinoxalin-2-one (6.6 g) was heated at 110° C. for 1 hour with polyphosphoric acid (25 g). The mixture was diluted with water and extracted with chloroform. Evaporation of the solvent and recrystallisation of the residue from ethanol gave the title compound (3.8 g) mp 293°-297° (decomp). The reactants are Cc1ccc(S(=O)(=O)OCC2COc3c(Cl)cc(S(C)(=O)=O)cc3O2)cc1, CCN, CO, CCOCC, CO, Cl. The product is CCNCC1COc2c(Cl)cc(S(C)(=O)=O)cc2O1. As a reaction SMILES: [CH3:1][c:2]1[cH:3][cH:4][c:5]([S:6]([O:7][CH2:12][CH:13]2[CH2:14][O:15][c:16]3[c:17]([cH:19][c:20]([S:24](=[O:25])(=[O:26])[CH3:27])[cH:21][c:22]3[Cl:23])[O:18]2)(=[O:8])=[O:9])[cH:10][cH:11]1.[CH3:28][CH2:29][NH2:30].[CH3:32][OH:33].[CH3:34][CH2:35][O:36][CH2:37][CH3:38].[CH3:39][OH:40].[ClH:31]>>[CH2:12]([CH:13]1[CH2:14][O:15][c:16]2[c:17]([cH:19][c:20]([S:24](=[O:25])(=[O:26])[CH3:27])[cH:21][c:22]2[Cl:23])[O:18]1)[NH:30][CH2:29][CH3:28].